Dataset: the Open Reaction Database (ORD), a public repository of structured organic reaction records. Task: describe an organic reaction: reactants, conditions, products, and yield The reactants are Cc1cc(O)ccc1NC(=O)OC(C)(C)C, CCCCP(CCCC)CCCC, Cc1ccccc1, OCc1c(C2CC2)cnn1-c1ccccc1OC(F)(F)F, O=C(O)N=NC(=O)O, C1CCNCC1, C1CCNCC1. Product: Cc1cc(OCc2c(C3CC3)cnn2-c2ccccc2OC(F)(F)F)ccc1NC(=O)OC(C)(C)C. RXN SMILES: [C:55]([CH3:56])([CH3:57])([CH3:58])[O:59][C:60]([NH:61][c:62]1[c:63]([CH3:69])[cH:64][c:65]([OH:68])[cH:66][cH:67]1)=[O:70].[CH2:1]([P:2]([CH2:3][CH2:4][CH2:5][CH3:6])[CH2:7][CH2:8][CH2:9][CH3:10])[CH2:11][CH2:12][CH3:13].[CH3:71][c:72]1[cH:73][cH:74][cH:75][cH:76][cH:77]1.[CH:34]1([c:37]2[c:38]([CH2:53][OH:54])[n:39](-[c:42]3[c:43]([O:48][C:49]([F:50])([F:51])[F:52])[cH:44][cH:45][cH:46][cH:47]3)[n:40][cH:41]2)[CH2:35][CH2:36]1.[N:26]([C:27]([OH:28])=[O:29])=[N:30][C:31]([OH:32])=[O:33].[NH:14]1[CH2:15][CH2:16][CH2:17][CH2:18][CH2:19]1.[NH:20]1[CH2:21][CH2:22][CH2:23][CH2:24][CH2:25]1>>[CH:34]1([c:37]2[c:38]([CH2:53][O:54][c:65]3[cH:64][c:63]([CH3:69])[c:62]([NH:61][C:60]([O:59][C:55]([CH3:56])([CH3:57])[CH3:58])=[O:70])[cH:67][cH:66]3)[n:39](-[c:42]3[c:43]([O:48][C:49]([F:50])([F:51])[F:52])[cH:44][cH:45][cH:46][cH:47]3)[n:40][cH:41]2)[CH2:35][CH2:36]1. Starting materials: ClC=1C=C(C=O)C=CC1 (Meta-chlorobenzaldehyde), FC(C=1C=C(C=CC1F)NCC(CC)O)(F)F (1-(3-trifluoromethyl-4-fluorophenylamino)-2-butanol). Reagents/catalysts: CS(=O)(=O)O (methane sulfonic acid). The product is ClC=1C=C(C=CC1)C1OC(CN1C1=CC(=C(C=C1)F)C(F)(F)F)CC (2-m-Chlorophenyl-3-(3-trifluoromethyl-4-fluorophenyl)-5-ethyl oxazolidine). RXN SMILES: [Cl:1][C:2]1[CH:3]=[C:4]([CH:7]=[CH:8][CH:9]=1)[CH:5]=[O:6].[F:10][C:11]([F:26])([F:25])[C:12]1[CH:13]=[C:14]([NH:19][CH2:20][CH:21](O)[CH2:22][CH3:23])[CH:15]=[CH:16][C:17]=1[F:18]>CS(O)(=O)=O>[Cl:1][C:2]1[CH:3]=[C:4]([CH:5]2[N:19]([C:14]3[CH:15]=[CH:16][C:17]([F:18])=[C:12]([C:11]([F:26])([F:10])[F:25])[CH:13]=3)[CH2:20][CH:21]([CH2:22][CH3:23])[O:6]2)[CH:7]=[CH:8][CH:9]=1. Procedure: Meta-chlorobenzaldehyde (2.3 g, 0.016 mole) was combined with 5 g of 1-(3-trifluoromethyl-4-fluorophenylamino)-2-butanol and 3 drops of methane sulfonic acid was added. The mixture was heated on the steam bath for about one hour and stripped on the rotary evaporator. The product, a sticky, thick liquid, was characterized by IR and NMR. Starting materials: CC1=NOC(=C1C)N(S(=O)(=O)C1=C(C=CC=C1)C=1N(C2=CC=CC=C2C1)S(=O)(=O)C1=CC=CC=C1)COCCOC (N-(3,4-Dimethyl-5-isoxazolyl)-N-[(2-methoxyethoxy)methyl]-2-[1-(phenylsulfonyl)-1H-indol-2-yl]benzenesulfonamide), Cl (HCl). The solvent is CCO (EtOH). Run at temperature 5 celsius. Product: CC1=NOC(=C1C)NS(=O)(=O)C1=C(C=CC=C1)C=1N(C2=CC=CC=C2C1)S(=O)(=O)C1=CC=CC=C1 (N-(3,4-Dimethyl-5-isoxazolyl)-2-[1-(phenylsulfonyl)-1H-indol-2-yl]benzenesulfonamide). Isolated yield 86.7%. RXN SMILES: [CH3:1][C:2]1[C:6]([CH3:7])=[C:5]([N:8](COCCOC)[S:9]([C:12]2[CH:17]=[CH:16][CH:15]=[CH:14][C:13]=2[C:18]2[N:19]([S:27]([C:30]3[CH:35]=[CH:34][CH:33]=[CH:32][CH:31]=3)(=[O:29])=[O:28])[C:20]3[C:25]([CH:26]=2)=[CH:24][CH:23]=[CH:22][CH:21]=3)(=[O:11])=[O:10])[O:4][N:3]=1.Cl>CCO>[CH3:1][C:2]1[C:6]([CH3:7])=[C:5]([NH:8][S:9]([C:12]2[CH:17]=[CH:16][CH:15]=[CH:14][C:13]=2[C:18]2[N:19]([S:27]([C:30]3[CH:35]=[CH:34][CH:33]=[CH:32][CH:31]=3)(=[O:28])=[O:29])[C:20]3[C:25]([CH:26]=2)=[CH:24][CH:23]=[CH:22][CH:21]=3)(=[O:10])=[O:11])[O:4][N:3]=1. Reported procedure: A mixture of the title product of Step (C) (210 mg; 0.35 mmol), 6N HCl (5 ml) and EtOH (5 ml) was refluxed for 1.5 hours. A solid began precipitating during the reaction. After slowly cooling to 5° C., the suspension was filtered and the solid was washed with water. Drying afforded 154 mg (87%) of the title product of this Example as a cream colored solid. mp 207-209° C. (dec.; darkened at 196° C.); Rf=0.50, EtOAc (UV detection). The reactants are BrC1=CC=C(N(C2=CC=C(C=C2)OC)C2=CC=C(C=C2)OC)C=C1 (4-bromo-N,N-bis(4-methoxyphenyl)aniline), [Si](C)(C)(C(C)(C)C)OCCCOC1=CC=C(NC2=CC=C(C=C2)OC)C=C1 (4-(3-(tert-butyldimethylsilyloxy)propoxy)-N-(4-methoxyphenyl)aniline), CC(C)([O-])C.[Na+] (sodium tert-butoxide), C(C)(C)(C)P(C(C)(C)C)C(C)(C)C (Tri(tert-butyl) phosphine). The reagents and catalysts are C=1C=CC(=CC1)/C=C/C(=O)/C=C/C2=CC=CC=C2.C=1C=CC(=CC1)/C=C/C(=O)/C=C/C2=CC=CC=C2.C=1C=CC(=CC1)/C=C/C(=O)/C=C/C2=CC=CC=C2.[Pd].[Pd] (Pd2(dba)3). The solvent is hexanes, C(C)(=O)OCC (ethyl acetate). Run at time 10 minute. Yields the product [Si](C)(C)(C(C)(C)C)OCCCOC1=CC=C(C=C1)N(C1=CC=C(C=C1)N(C1=CC=C(C=C1)OC)C1=CC=C(C=C1)OC)C1=CC=C(C=C1)OC (N1-(4-(3-(tert-butyldimethylsilyloxy)propoxy)phenyl)-N1,N4,N4-tris(4-methoxyphenyl)benzene-1,4-diamine). As a reaction SMILES: C(P(C(C)(C)C)C(C)(C)C)(C)(C)C.Br[C:15]1[CH:37]=[CH:36][C:18]([N:19]([C:28]2[CH:33]=[CH:32][C:31]([O:34][CH3:35])=[CH:30][CH:29]=2)[C:20]2[CH:25]=[CH:24][C:23]([O:26][CH3:27])=[CH:22][CH:21]=2)=[CH:17][CH:16]=1.[Si:38]([O:45][CH2:46][CH2:47][CH2:48][O:49][C:50]1[CH:64]=[CH:63][C:53]([NH:54][C:55]2[CH:60]=[CH:59][C:58]([O:61][CH3:62])=[CH:57][CH:56]=2)=[CH:52][CH:51]=1)([C:41]([CH3:44])([CH3:43])[CH3:42])([CH3:40])[CH3:39].CC(C)([O-])C.[Na+]>C1C=CC(/C=C/C(/C=C/C2C=CC=CC=2)=O)=CC=1.C1C=CC(/C=C/C(/C=C/C2C=CC=CC=2)=O)=CC=1.C1C=CC(/C=C/C(/C=C/C2C=CC=CC=2)=O)=CC=1.[Pd].[Pd].C(OCC)(=O)C>[Si:38]([O:45][CH2:46][CH2:47][CH2:48][O:49][C:50]1[CH:64]=[CH:63][C:53]([N:54]([C:55]2[CH:60]=[CH:59][C:58]([O:61][CH3:62])=[CH:57][CH:56]=2)[C:15]2[CH:16]=[CH:17][C:18]([N:19]([C:28]3[CH:29]=[CH:30][C:31]([O:34][CH3:35])=[CH:32][CH:33]=3)[C:20]3[CH:25]=[CH:24][C:23]([O:26][CH3:27])=[CH:22][CH:21]=3)=[CH:36][CH:37]=2)=[CH:52][CH:51]=1)([C:41]([CH3:42])([CH3:44])[CH3:43])([CH3:40])[CH3:39] |f:3.4,5.6.7.8.9|. Procedure details: 6. Anhydrous toluene (30.0 mL) was degassed by sparging with nitrogen for 10 minutes in a dry 200 mL schlenk flask. Tri(tert-butyl) phosphine (0.187 g; 0.924 mmol) and Pd2(dba)3 (0.283 g, 0.309 mmol) were added and the mixture was allowed to stir. After 10 minutes, 4-bromo-N,N-bis(4-methoxyphenyl)aniline (5.92 g; 15.4 mmol), 4-(3-(tert-butyldimethylsilyloxy)propoxy)-N-(4-methoxyphenyl)aniline (6.00 g; 15.4 mmol), and sodium tert-butoxide (2.08 g, 21.6 mmol) were added. The reaction was allowed t... The reactants are C(C)OC1=CC=C(C=C1)[C@@H](CC(=O)C1=CC(=NC=C1)C)C1=C(C=CC=C1)C ((R)-3-(4-ethoxy-phenyl)-1-(2-methyl-pyridin-4-yl)-3-o-tolyl-propan-1-one), Cl.NO (hydroxylamine hydrochloride), C(O)([O-])=O.[Na+] (sodium hydrogencarbonate). Product: C(C)OC1=CC=C(C=C1)[C@@H](CC(=NO)C1=CC(=NC=C1)C)C1=C(C=CC=C1)C ((R)-3-(4-Ethoxy-phenyl)-1-(2-methyl-pyridin-4-yl)-3-o-tolyl-propan-1-one oxime). As a reaction SMILES: [CH2:1]([O:3][C:4]1[CH:9]=[CH:8][C:7]([C@H:10]([C:21]2[CH:26]=[CH:25][CH:24]=[CH:23][C:22]=2[CH3:27])[CH2:11][C:12]([C:14]2[CH:19]=[CH:18][N:17]=[C:16]([CH3:20])[CH:15]=2)=O)=[CH:6][CH:5]=1)[CH3:2].Cl.[NH2:29][OH:30].C(=O)([O-])O.[Na+]>>[CH2:1]([O:3][C:4]1[CH:9]=[CH:8][C:7]([C@H:10]([C:21]2[CH:26]=[CH:25][CH:24]=[CH:23][C:22]=2[CH3:27])[CH2:11][C:12]([C:14]2[CH:19]=[CH:18][N:17]=[C:16]([CH3:20])[CH:15]=2)=[N:29][OH:30])=[CH:6][CH:5]=1)[CH3:2] |f:1.2,3.4|. Procedure: In analogy to example 132, step 6, from (R)-3-(4-ethoxy-phenyl)-1-(2-methyl-pyridin-4-yl)-3-o-tolyl-propan-1-one and hydroxylamine hydrochloride in the presence of sodium hydrogencarbonate was prepared the title compound as a white foam, MS (ESI+): m/z=375.2 ([M+H]+). Reactants: C (charcoal), OC=1C(=CC2=C(CCO2)C1)C=O (5-hydroxy-2,3-dihydrobenzofuran-6-carboxaldehyde), C(C1=CC=CC=C1)Br (benzylbromide), C(=O)([O-])[O-].[K+].[K+] (K2CO3). The solvent is C(Cl)Cl (methylene chloride), CCCCCC (n-hexane), C(Cl)Cl (methylene chloride). Run at temperature 0 celsius. Yields the product C(C1=CC=CC=C1)OC=1C(=CC2=C(CCO2)C1)C=O (5-benzyloxy-2,3-dihydrobenzofuran-6-carboxaldehyde). Isolated yield 78.7%. As a reaction SMILES: [OH:1][C:2]1[C:3]([CH:11]=[O:12])=[CH:4][C:5]2[O:9][CH2:8][CH2:7][C:6]=2[CH:10]=1.[CH2:13](Br)[C:14]1[CH:19]=[CH:18][CH:17]=[CH:16][CH:15]=1.C([O-])([O-])=O.[K+].[K+].C>C(Cl)Cl.CCCCCC>[CH2:13]([O:1][C:2]1[C:3]([CH:11]=[O:12])=[CH:4][C:5]2[O:9][CH2:8][CH2:7][C:6]=2[CH:10]=1)[C:14]1[CH:19]=[CH:18][CH:17]=[CH:16][CH:15]=1 |f:2.3.4|. Procedure: A 2-liter, 3-neck flask equipped with a nitrogen inlet, internal thermometer, mechanical stirrer, and reflux condenser was charged with 5-hydroxy-2,3-dihydrobenzofuran-6-carboxaldehyde (50.00 g; 0.30 moles), benzylbromide (38.6 ml, 0.34 moles), and crushed anhydrous K2CO3 (165.84 g, 1.20 moles). The reaction mixture was refluxed for 16 hours, cooled to room termperature and suction filtered. The filtrate was concentrated in vacuo to afford a yellow solid. The solid was dissolved in methylene chl...